From a dataset of the Open Reaction Database (ORD), a public repository of structured organic reaction records. describe an organic reaction: reactants, conditions, products, and yield Reactants: C(=O)([O-])[O-].[K+].[K+] (K2CO3), COC(=O)C1=CC(=C(C=2OC(C3=C(OC21)C(=C(C=C3C)O)C=O)=O)C)O (4-Formyl-3,8-dihydroxy-1,9-dimethyl-11-oxo-11H-dibenzo[b,e][1,4]dioxepine-6-carboxylic acid methyl ester), CI (CH3I). Run in CC(=O)C (acetone), CC(=O)C (acetone). The product is COC(=O)C1=CC(=C(C=2OC(C3=C(OC21)C(=C(C=C3C)O)C=O)=O)C)OC (4-formyl-3-hydroxy-8-methoxy-1,9-dimethyl-11-oxo-11H-dibenzo[b,e][1,4]dioxepine-6-carboxylic acid methyl ester). Isolated yield 84.0%. Reaction SMILES: [CH3:1][O:2][C:3]([C:5]1[C:15]2[O:14][C:13]3[C:16]([CH:22]=[O:23])=[C:17]([OH:21])[CH:18]=[C:19]([CH3:20])[C:12]=3[C:11](=[O:24])[O:10][C:9]=2[C:8]([CH3:25])=[C:7]([OH:26])[CH:6]=1)=[O:4].[C:27]([O-])([O-])=O.[K+].[K+].CI>CC(C)=O>[CH3:1][O:2][C:3]([C:5]1[C:15]2[O:14][C:13]3[C:16]([CH:22]=[O:23])=[C:17]([OH:21])[CH:18]=[C:19]([CH3:20])[C:12]=3[C:11](=[O:24])[O:10][C:9]=2[C:8]([CH3:25])=[C:7]([O:26][CH3:27])[CH:6]=1)=[O:4] |f:1.2.3|. Procedure: 1 mmol of 4-Formyl-3,8-dihydroxy-1,9-dimethyl-11-oxo-11H-dibenzo[b,e][1,4]dioxepine-6-carboxylic acid methyl ester was dissolved in 3 mL of acetone, 1 mmol K2CO3 was added and stirred for several minutes. Then, 1 mmol of CH3I in acetone was added from a pressure-equalizing dropping funnel. The reaction mixture was monitored by TLC. Upon completion, the reaction mixture was filtered to remove K2CO3 and evaporated by a rotatory evaporator to remove acetone. The residue was purified by column chrom... The reactants are COc1cc(C)c(C(O)c2c(OC)ncc(Br)c2C(F)(F)F)c(OC)c1OC, Cc1ccccc1. Product: COc1cc(C)c(C(=O)c2c(OC)ncc(Br)c2C(F)(F)F)c(OC)c1OC. As a reaction SMILES: [CH3:1][O:2][c:3]1[c:4]([CH:14]([OH:15])[c:16]2[c:17]([O:27][CH3:28])[n:18][cH:19][c:20]([Br:26])[c:21]2[C:22]([F:23])([F:24])[F:25])[c:5]([CH3:13])[cH:6][c:7]([O:11][CH3:12])[c:8]1[O:9][CH3:10].[CH3:29][c:30]1[cH:31][cH:32][cH:33][cH:34][cH:35]1>>[CH3:1][O:2][c:3]1[c:4]([C:14](=[O:15])[c:16]2[c:17]([O:27][CH3:28])[n:18][cH:19][c:20]([Br:26])[c:21]2[C:22]([F:23])([F:24])[F:25])[c:5]([CH3:13])[cH:6][c:7]([O:11][CH3:12])[c:8]1[O:9][CH3:10]. Reactants: COC(CN(CC(=O)OC)C1=CC=C(C=C1)C(=O)NCCCCCCCCCC)=O (N-[4-[(decylamino)carbonyl]phenyl]-N-(2-methoxy-2-oxoethyl)glycine methyl ester), [OH-].[Na+] (NaOH). Run in CO (methanol). Product: C(=O)(O)CN(CC(=O)O)C1=CC=C(C=C1)C(=O)NCCCCCCCCCC (N-(carboxymethyl)-N-[4-[(decylamino)carbonyl]phenyl]glycine). Isolated yield 92.9%. As a reaction SMILES: C[O:2][C:3](=[O:30])[CH2:4][N:5]([C:11]1[CH:16]=[CH:15][C:14]([C:17]([NH:19][CH2:20][CH2:21][CH2:22][CH2:23][CH2:24][CH2:25][CH2:26][CH2:27][CH2:28][CH3:29])=[O:18])=[CH:13][CH:12]=1)[CH2:6][C:7]([O:9]C)=[O:8].[OH-].[Na+]>CO>[C:3]([CH2:4][N:5]([C:11]1[CH:12]=[CH:13][C:14]([C:17]([NH:19][CH2:20][CH2:21][CH2:22][CH2:23][CH2:24][CH2:25][CH2:26][CH2:27][CH2:28][CH3:29])=[O:18])=[CH:15][CH:16]=1)[CH2:6][C:7]([OH:9])=[O:8])([OH:30])=[O:2] |f:1.2|. Procedure details: A solution of 1.88 g (4.47 mmol) of N-[4-[(decylamino)carbonyl]phenyl]-N-(2-methoxy-2-oxoethyl)glycine methyl ester and 17.0 ml (17.9 mmol) of 1 N NaOH in 125 ml of methanol was kept at room temperature for 18 hours. The solvent was removed, water was added to the residue and the pH was adjusted to 2 with 6 N HCl. The precipitate was filtered and recrystallized from methanol-water to give 1.63 g (93% yield, mp 155°-157°) of N-(carboxymethyl)-N-[4-[(decylamino)carbonyl]phenyl]glycine. Starting materials: COC1=NCCCCCC1CC=C (3,4,5,6,7,8-hexahydro-2-methoxy-3-(2-propenyl)azocine), [Cl-].[NH4+] (ammonium chloride), title material. Solvent: CO (MeOH). Product: Cl.C(C=C)C1C(NCCCCC1)=N (octahydro-3-(2-propenyl)azocin-2-imine, monohydrochloride). Reaction SMILES: CO[C:3]1[CH:10]([CH2:11][CH:12]=[CH2:13])[CH2:9][CH2:8][CH2:7][CH2:6][CH2:5][N:4]=1.[Cl-:14].[NH4+:15]>CO>[ClH:14].[CH2:11]([CH:10]1[CH2:9][CH2:8][CH2:7][CH2:6][CH2:5][NH:4][C:3]1=[NH:15])[CH:12]=[CH2:13] |f:1.2,4.5|. Reported procedure: The product of EXAMPLE 204 in MeOH is reacted with ammonium chloride by the method of EXAMPLE 27 to generate the title material. Reactants: CCO, COc1c(Cl)cc(C(C)(C)N(CC(C)=O)C(=O)Cc2ccccc2)cc1Cl, [K+], [OH-]. Product: COc1c(Cl)cc(C(C)(C)N2CC(C)=C(c3ccccc3)C2=O)cc1Cl. As a reaction SMILES: [CH2:30]([OH:31])[CH3:32].[Cl:3][c:4]1[cH:5][c:6]([C:7]([CH3:8])([CH3:9])[N:10]([C:11]([CH2:12][c:13]2[cH:14][cH:15][cH:16][cH:17][cH:18]2)=[O:19])[CH2:20][C:21]([CH3:22])=[O:23])[cH:24][c:25]([Cl:29])[c:26]1[O:27][CH3:28].[K+:2].[OH-:1]>>[Cl:3][c:4]1[cH:5][c:6]([C:7]([CH3:8])([CH3:9])[N:10]2[C:11](=[O:19])[C:12]([c:13]3[cH:14][cH:15][cH:16][cH:17][cH:18]3)=[C:21]([CH3:22])[CH2:20]2)[cH:24][c:25]([Cl:29])[c:26]1[O:27][CH3:28].